Dataset: the Open Reaction Database (ORD), a public repository of structured organic reaction records. Task: describe an organic reaction: reactants, conditions, products, and yield Run at temperature 100 celsius. As a reaction SMILES: [NH2:1][C:2]1[C:10]([N+:11]([O-:13])=[O:12])=[CH:9][CH:8]=[CH:7][C:3]=1[C:4]([OH:6])=[O:5].OS(O)(=O)=O.[CH3:19]O>>[NH2:1][C:2]1[C:10]([N+:11]([O-:13])=[O:12])=[CH:9][CH:8]=[CH:7][C:3]=1[C:4]([O:6][CH3:19])=[O:5]. The reactants are NC1=C(C(=O)O)C=CC=C1[N+](=O)[O-] (2-amino-3-nitrobenzoic acid), CO (methanol), OS(=O)(=O)O (H2SO4). The product is NC1=C(C(=O)OC)C=CC=C1[N+](=O)[O-] (methyl 2-amino-3-nitrobenzoate). Reported procedure: 2-amino-3-nitrobenzoic acid 1 (5 g, 27.4 mmol) was dissolved in methanol (100 mL) and con H2SO4 was added. The mixture was heated at 100° C. for 12 h, concentrated to dryness and suspended in H2O (50 mL). The mixture was extracted with CH2Cl2 (50 mL), dried (MgSO4) and concentrated. The crude residue was purified by flash chromatography to give 11 (5.1 g, 95% yield). Yield: 95.0%.